From a dataset of the Open Reaction Database (ORD), a public repository of structured organic reaction records. describe an organic reaction: reactants, conditions, products, and yield The reactants are C(C)(C)(C)[Si](OC1CCC(CC1)C1C(NCC1)=O)(C1=CC=CC=C1)C1=CC=CC=C1 (3-[4-(tert-butyl-diphenyl-silanyloxy)-cyclohexyl]-pyrrolidin-2-one), [H-].[Na+] (sodium hydride), BrCC1=C(C=C(C=C1Cl)OCC1=CC=CC=C1)Cl (2-bromomethyl-1,3-dichloro-5-benzyloxy-benzene). Run in C(C)OCC (diethyl ether), CN(C)C=O (DMF). Run at time 15 minute. Yields the product C(C1=CC=CC=C1)OC1=CC(=C(CN2C(C(CC2)C2CCC(CC2)O[Si](C2=CC=CC=C2)(C2=CC=CC=C2)C(C)(C)C)=O)C(=C1)Cl)Cl (1-(4-Benzyloxy-2,6-dichloro-benzyl)-3-[4-(tert-butyl-diphenyl-silanyloxy)-cyclohexyl]-pyrrolidin-2-one). Yield: 98.2%. As a reaction SMILES: [C:1]([Si:5]([C:25]1[CH:30]=[CH:29][CH:28]=[CH:27][CH:26]=1)([C:19]1[CH:24]=[CH:23][CH:22]=[CH:21][CH:20]=1)[O:6][CH:7]1[CH2:12][CH2:11][CH:10]([CH:13]2[CH2:17][CH2:16][NH:15][C:14]2=[O:18])[CH2:9][CH2:8]1)([CH3:4])([CH3:3])[CH3:2].[H-].[Na+].Br[CH2:34][C:35]1[C:40]([Cl:41])=[CH:39][C:38]([O:42][CH2:43][C:44]2[CH:49]=[CH:48][CH:47]=[CH:46][CH:45]=2)=[CH:37][C:36]=1[Cl:50]>CN(C=O)C.C(OCC)C>[CH2:43]([O:42][C:38]1[CH:37]=[C:36]([Cl:50])[C:35]([CH2:34][N:15]2[CH2:16][CH2:17][CH:13]([CH:10]3[CH2:11][CH2:12][CH:7]([O:6][Si:5]([C:1]([CH3:4])([CH3:2])[CH3:3])([C:19]4[CH:20]=[CH:21][CH:22]=[CH:23][CH:24]=4)[C:25]4[CH:30]=[CH:29][CH:28]=[CH:27][CH:26]=4)[CH2:8][CH2:9]3)[C:14]2=[O:18])=[C:40]([Cl:41])[CH:39]=1)[C:44]1[CH:45]=[CH:46][CH:47]=[CH:48][CH:49]=1 |f:1.2|. Procedure details: Treat a solution of 3-[4-(tert-butyl-diphenyl-silanyloxy)-cyclohexyl]-pyrrolidin-2-one (0.75 g, 1.78 mmol) in DMF (25 mL) with 60% sodium hydride (0.11 g, 2.67 mmol) and stir at room temperature for 15 minutes under N2. Cool the reaction to 0° C., treat with 2-bromomethyl-1,3-dichloro-5-benzyloxy-benzene (0.74 g, 2.13 mmol), and stir for 30 minutes at 0° C. Warm to room temperature and stir for 30 minutes under N2. Quench the reaction with water and dilute with diethyl ether. Wash the organic la... The reactants are [Li+].[Cl-] (LiCl), N1=CC(=CC=C1)C1(C(C(=O)OC)O1)C (methyl 3-(3-pyridyl)-2,3-epoxybutyrate). Reagents/catalysts: [Ti](Cl)(Cl)(Cl)Cl (titanium tetrachloride). Run in O1CCCC1 (tetrahydrofuran), O1CCCC1 (THF). Reaction conditions: temperature -20 celsius, time 30 minute. Yields the product ClC(C(C(=O)OC)O)(C)C=1C=NC=CC1 (Methyl 3-chloro-3-(3-pyridyl)-2-hydroxybutyrate). RXN SMILES: [Li+].[Cl-:2].[N:3]1[CH:8]=[CH:7][CH:6]=[C:5]([C:9]2([CH3:16])[O:15][CH:10]2[C:11]([O:13][CH3:14])=[O:12])[CH:4]=1>O1CCCC1.[Ti](Cl)(Cl)(Cl)Cl>[Cl:2][C:9]([C:5]1[CH:4]=[N:3][CH:8]=[CH:7][CH:6]=1)([CH3:16])[CH:10]([OH:15])[C:11]([O:13][CH3:14])=[O:12] |f:0.1|. Reported procedure: 0.8 g (20 mmol) of LiCl is dissolved in 100 ml of absolute tetrahydrofuran (THF), the solution is cooled to -20° C., and 20 ml of titanium tetrachloride (1M in dichloromethane) are added dropwise. After the mixture has been stirred for 30 minutes at -20° C., it is cooled to -78° C., and 3.8 g (20 mmol) of methyl 3-(3-pyridyl)-2,3-epoxybutyrate in 50 ml of THF are added dropwise. After the mixture has warmed to room temperature, stirring is continued for 6 hours, the solvent is distilled off, and... The reactants are ClCCS(=O)(=O)Cl (2-chloroethylsulfonylchloride), COC=1C=C(C=CC1OC)C1=NN(C([C@@H]2CC=CC[C@H]12)=O)C1CCNCC1 ((4aS,8aR)-4-(3,4-Dimethoxy-phenyl)-2-piperidin-4-yl-4a,5,8,8a-tetrahydro-2H-phthalazin-1-one), C(C)(C)N(CC)C(C)C (diisopropylethylamine). The solvent is ClCCl (dichloromethane), ClCCl (dichloromethane). Conditions: time 18 hour. Product: COC=1C=C(C=CC1OC)C1=NN(C([C@@H]2CC=CC[C@H]12)=O)C1CCN(CC1)S(=O)(=O)C=C ((4aS,8aR)-4-(3,4-Dimethoxy-phenyl)-2-(1-ethenesulfonyl-piperidin-4-yl)-4a,5,8,8a-tetrahydro-2H-phthalazin-1-one). RXN SMILES: Cl[CH2:2][CH2:3][S:4](Cl)(=[O:6])=[O:5].[CH3:8][O:9][C:10]1[CH:11]=[C:12]([C:18]2[C@@H:27]3[C@@H:22]([CH2:23][CH:24]=[CH:25][CH2:26]3)[C:21](=[O:28])[N:20]([CH:29]3[CH2:34][CH2:33][NH:32][CH2:31][CH2:30]3)[N:19]=2)[CH:13]=[CH:14][C:15]=1[O:16][CH3:17].C(N(C(C)C)CC)(C)C>ClCCl>[CH3:8][O:9][C:10]1[CH:11]=[C:12]([C:18]2[C@@H:27]3[C@@H:22]([CH2:23][CH:24]=[CH:25][CH2:26]3)[C:21](=[O:28])[N:20]([CH:29]3[CH2:34][CH2:33][N:32]([S:4]([CH:3]=[CH2:2])(=[O:6])=[O:5])[CH2:31][CH2:30]3)[N:19]=2)[CH:13]=[CH:14][C:15]=1[O:16][CH3:17]. Reported procedure: A solution of 20 mmol of 2-chloroethylsulfonylchloride in 20 ml of dichloromethane is added to a solution of 15 mmol of compound 5c and 25 ml of diisopropylethylamine in 50 ml of dichloromethane. The resulting mixture is stirred at RT for 18 h, after which it is washed first with diluted hydrochloric acid and then with a saturated solution of sodium bicarbonate. After drying over magnesium sulfate and evaporating the solvent, the compound is crystallised from diethyl ether. M. p. 89-90° C. Reactants: N#Cc1cc(C(=O)Cl)c2ccccc2c1, CCN(C(C)C)C(C)C, ClCCl, CNCC(CCO)c1ccc(C#N)cc1. Yields the product CN(CC(CCO)c1ccc(C#N)cc1)C(=O)c1cc(C#N)cc2ccccc12. As a reaction SMILES: [C:25](#[N:26])[c:27]1[cH:28][c:29]([C:37](=[O:38])[Cl:39])[c:30]2[cH:31][cH:32][cH:33][cH:34][c:35]2[cH:36]1.[CH:16]([N:17]([CH2:18][CH3:19])[CH:20]([CH3:21])[CH3:22])([CH3:23])[CH3:24].[Cl:40][CH2:41][Cl:42].[OH:1][CH2:2][CH2:3][CH:4]([CH2:5][NH:6][CH3:7])[c:8]1[cH:9][cH:10][c:11]([C:12]#[N:13])[cH:14][cH:15]1>>[OH:1][CH2:2][CH2:3][CH:4]([CH2:5][N:6]([CH3:7])[C:37]([c:29]1[cH:28][c:27]([C:25]#[N:26])[cH:36][c:35]2[c:30]1[cH:31][cH:32][cH:33][cH:34]2)=[O:38])[c:8]1[cH:9][cH:10][c:11]([C:12]#[N:13])[cH:14][cH:15]1. The reactants are CC(C)(C)N=C=O, COc1cccc2c1CCNC2c1ccc(C(F)(F)F)cc1, ClCCl. The product is COc1cccc2c1CCN(C(=O)NC(C)(C)C)C2c1ccc(C(F)(F)F)cc1. As a reaction SMILES: [C:23]([CH3:24])([CH3:25])([CH3:26])[N:27]=[C:28]=[O:29].[CH3:1][O:2][c:3]1[c:4]2[c:9]([cH:10][cH:11][cH:12]1)[CH:8]([c:13]1[cH:14][cH:15][c:16]([C:19]([F:20])([F:21])[F:22])[cH:17][cH:18]1)[NH:7][CH2:6][CH2:5]2.[Cl:30][CH2:31][Cl:32]>>[CH3:1][O:2][c:3]1[c:4]2[c:9]([cH:10][cH:11][cH:12]1)[CH:8]([c:13]1[cH:14][cH:15][c:16]([C:19]([F:20])([F:21])[F:22])[cH:17][cH:18]1)[N:7]([C:28]([NH:27][C:23]([CH3:24])([CH3:25])[CH3:26])=[O:29])[CH2:6][CH2:5]2. The reactants are CC=1C=CC=2N(C1)C(=C(N2)C2=CC=C(C=C2)C)CC=O ((6-methyl-2-p-tolyl-imidazo[1,2-a]pyridin-3-yl)-acetaldehyde), BrC1=CSC=C1 (3-bromo-thiophene). Product: CC=1C=CC=2N(C1)C(=C(N2)C2=CC=C(C=C2)C)CC(=O)C2=CSC=C2 (2-(6-Methyl-2-p-tolyl-imidazo[1,2-a]pyridin-3-yl)-1-thiophen-3-yl-ethanone). RXN SMILES: [CH3:1][C:2]1[CH:3]=[CH:4][C:5]2[N:6]([C:8]([CH2:18][CH:19]=[O:20])=[C:9]([C:11]3[CH:16]=[CH:15][C:14]([CH3:17])=[CH:13][CH:12]=3)[N:10]=2)[CH:7]=1.Br[C:22]1[CH:26]=[CH:25][S:24][CH:23]=1>>[CH3:1][C:2]1[CH:3]=[CH:4][C:5]2[N:6]([C:8]([CH2:18][C:19]([C:22]3[CH:26]=[CH:25][S:24][CH:23]=3)=[O:20])=[C:9]([C:11]3[CH:16]=[CH:15][C:14]([CH3:17])=[CH:13][CH:12]=3)[N:10]=2)[CH:7]=1. Procedure: Prepared from (6-methyl-2-p-tolyl-imidazo[1,2-a]pyridine-3-yl)-acetaldehyde 6b and 3-bromo-thiophene using the procedure of Method B described above. 1H NMR (400 MHz, CDCl3) δ 2.33 (s, 3H), 2.41 (s, 3H), 4.60 (s, 2H), 7.05 (dd, J=1.4 Hz, 9.1 Hz, 1H), 7.30 (m, 4H), 7.53 (d, J=1.4 Hz, 1H), 7.55 (d, J=8.0 Hz, 2H), 7.59 (s, 1H), 7.99 (d, J=1.1, 2.5 Hz, 1H). Mass spectrum (m/e) 347 (M+). The reactants are NC1=CC=CC=C1 (aniline), N1=C(Cl)N=C(Cl)N=C1Cl (cyanuric chloride), NC1=CC=CC=C1 (aniline), NC1=CC=CC=C1 (aniline), C([O-])([O-])=O.[Na+].[Na+] (sodium carbonate). The solvent is CC(=O)C (acetone). Product: ClC1=NC(=NC(=N1)Cl)NC1=CC=CC=C1 (2,4-dichloro-6-phenylamino-1,3,5-triazine). Reaction SMILES: [N:1]1[C:8]([Cl:9])=[N:7][C:5](Cl)=[N:4][C:2]=1[Cl:3].[NH2:10][C:11]1[CH:16]=[CH:15][CH:14]=[CH:13][CH:12]=1.C(=O)([O-])[O-].[Na+].[Na+]>CC(C)=O>[Cl:9][C:8]1[N:1]=[C:2]([Cl:3])[N:4]=[C:5]([NH:10][C:11]2[CH:16]=[CH:15][CH:14]=[CH:13][CH:12]=2)[N:7]=1 |f:2.3.4|. Reported procedure: Into 800 g of blocks of ice, a solution of 36.9 g of cyanuric chloride in 320 ml of acetone was added dropwise with stirring to prepare a dispersion. 18.6 g of aniline was added dropwise at temperature of 5° C. or lower into the dispersion. At the same time of the addition of aniline, 210 mL of 5% sodium carbonate aqueous solution was added dropwise at temperature of 5° C. or lower with keeping the same dropping rate as in the addition of aniline to the dispersion, to precipitate crystal, whereb...